From a dataset of the Open Reaction Database (ORD), a public repository of structured organic reaction records. describe an organic reaction: reactants, conditions, products, and yield Starting materials: CCO, [Cl-], CN(C)Cc1ccc(-c2cc3nccc(Oc4ccc([N+](=O)[O-])cc4F)c3s2)nc1, [Fe], [NH4+], O. Product: CN(C)Cc1ccc(-c2cc3nccc(Oc4ccc(N)cc4F)c3s2)nc1. RXN SMILES: [CH3:34][CH2:35][OH:36].[Cl-:31].[F:1][c:2]1[c:3]([O:4][c:5]2[c:6]3[c:7]([n:8][cH:9][cH:10]2)[cH:11][c:12](-[c:14]2[cH:15][cH:16][c:17]([CH2:20][N:21]([CH3:22])[CH3:23])[cH:18][n:19]2)[s:13]3)[cH:24][cH:25][c:26]([N+:28]([O-:29])=[O:30])[cH:27]1.[Fe:33].[NH4+:32].[OH2:37]>>[F:1][c:2]1[c:3]([O:4][c:5]2[c:6]3[c:7]([n:8][cH:9][cH:10]2)[cH:11][c:12](-[c:14]2[cH:15][cH:16][c:17]([CH2:20][N:21]([CH3:22])[CH3:23])[cH:18][n:19]2)[s:13]3)[cH:24][cH:25][c:26]([NH2:28])[cH:27]1.